From a dataset of the Open Reaction Database (ORD), a public repository of structured organic reaction records. describe an organic reaction: reactants, conditions, products, and yield Starting materials: COC1=CC=C(CO[C@H]2[C@@H](C3N=C(SC3O[C@@H]2CO)N(C(OC(C)(C)C)=O)CCC)OCC2=CC=C(C=C2)OC)C=C1 (tert-butyl (5R,6S,7R)-6,7-bis(4-methoxybenzyloxy)-5-(hydroxymethyl)-5,6,7,7a-tetrahydro-3aH-pyrano[3,2-d]thiazol-2-yl(propyl)carbamate), KHCO3, C1CC(=O)N(C1=O)Br (NBS). Reagents/catalysts: CCCC[N+](CCCC)(CCCC)CCCC.[Br-] (TBAB), CC1(CCCC(N1[O])(C)C)C (TEMPO). Solvent: ClCCl (dichloromethane), O (H2O). Reaction conditions: time 30 minute. Yields the product C(=O)[C@@H]1[C@H]([C@@H]([C@H]2N=C(S[C@H]2O1)N(C(OC(C)(C)C)=O)CCC)OCC1=CC=C(C=C1)OC)OCC1=CC=C(C=C1)OC (tert-Butyl (3aR,5S,6S,7R,7aR)-5-formyl-6,7-bis(4-methoxybenzyloxy)-5,6,7,7a-tetrahydro-3aH-pyrano[3,2-d]thiazol-2-yl(propyl)carbamate). The yield is 60.2%. As a reaction SMILES: [CH3:1][O:2][C:3]1[CH:42]=[CH:41][C:6]([CH2:7][O:8][C@@H:9]2[C@@H:17]([CH2:18][OH:19])[O:16][CH:15]3[CH:11]([N:12]=[C:13]([N:20]([CH2:28][CH2:29][CH3:30])[C:21](=[O:27])[O:22][C:23]([CH3:26])([CH3:25])[CH3:24])[S:14]3)[C@H:10]2[O:31][CH2:32][C:33]2[CH:38]=[CH:37][C:36]([O:39][CH3:40])=[CH:35][CH:34]=2)=[CH:5][CH:4]=1.C1C(=O)N(Br)C(=O)C1>CCCC[N+](CCCC)(CCCC)CCCC.[Br-].ClCCl.O.CC1(C)N([O])C(C)(C)CCC1>[CH:18]([C@H:17]1[O:16][C@H:15]2[C@H:11]([N:12]=[C:13]([N:20]([CH2:28][CH2:29][CH3:30])[C:21](=[O:27])[O:22][C:23]([CH3:24])([CH3:25])[CH3:26])[S:14]2)[C@@H:10]([O:31][CH2:32][C:33]2[CH:38]=[CH:37][C:36]([O:39][CH3:40])=[CH:35][CH:34]=2)[C@@H:9]1[O:8][CH2:7][C:6]1[CH:41]=[CH:42][C:3]([O:2][CH3:1])=[CH:4][CH:5]=1)=[O:19] |f:2.3,^1:76|. Reported procedure: To a mixture of tert-butyl (5R,6S,7R)-6,7-bis(4-methoxybenzyloxy)-5-(hydroxymethyl)-5,6,7,7a-tetrahydro-3aH-pyrano[3,2-d]thiazol-2-yl(propyl)carbamate (2 g, 3.32 mmol), KHCO3 (1.49 bg, 15 mmol), TBAB (53 mg, 0.16 mmol) and TEMPO (26 mg, 0.17 mmol) in dichloromethane (60 mL) and H2O (12 mL) was added NBS (592 mg, 3.33 mmol) at 15° C. After stirred for 30 min, the reaction mixture was quenched by saturated Na2SO3 (10 mL). The organic layer was dried over anhydrous magnesium sulfate and condensed t... Reactants: ClC1=CC2=C(N(CCCO2)C(=O)C2=CC=CC=C2)C=C1 ((3-Chloro-7,8-dihydro-6H-5-oxa-9-aza-benzocyclohepten-9-yl)-phenyl-methanone), Cl (HCl). Solvent: O1CCOCC1 (dioxan). Product: ClC1=CC2=C(NCCCO2)C=C1 (3-Chloro-6,7,8,9-tetrahydro-5-oxa-9-aza-benzocycloheptene). Isolated yield 47.0%. RXN SMILES: [Cl:1][C:2]1[CH:20]=[CH:19][C:5]2[N:6](C(C3C=CC=CC=3)=O)[CH2:7][CH2:8][CH2:9][O:10][C:4]=2[CH:3]=1.Cl>O1CCOCC1>[Cl:1][C:2]1[CH:20]=[CH:19][C:5]2[NH:6][CH2:7][CH2:8][CH2:9][O:10][C:4]=2[CH:3]=1. Reported procedure: (3-Chloro-7,8-dihydro-6H-5-oxa-9-aza-benzocyclohepten-9-yl)-phenyl-methanone from Example E25.2 (783 mg, 2.7 mmol) was dissolved in dioxan (10 ml) and 6M HCl aqueous solution (50 ml) was added. The mixture was heated at reflux for 20 h then concentrated in vacuo and azeotroped with toluene. The residue was dissolved in diethyl ether and water, basified with NaHCO3 and the layers were partitioned. The organic layer was washed with brine, dried and concentrated in vacuo to yield the title compound... Reactants: [Br-], Br, CC(=O)O, FC(F)(F)Oc1ccccc1, [Na+], O=S(=O)(O)O. Yields the product FC(F)(F)Oc1ccc(CBr)cc1. Reaction SMILES: [Br-:13].[BrH:14].[CH3:20][C:21](=[O:22])[OH:23].[F:1][C:2]([O:3][c:4]1[cH:5][cH:6][cH:7][cH:8][cH:9]1)([F:10])[F:11].[Na+:12].[S:15](=[O:16])(=[O:17])([OH:18])[OH:19]>>[F:1][C:2]([O:3][c:4]1[cH:5][cH:6][c:7]([CH2:20][Br:13])[cH:8][cH:9]1)([F:10])[F:11].